From a dataset of the Open Reaction Database (ORD), a public repository of structured organic reaction records. describe an organic reaction: reactants, conditions, products, and yield Reactants: FC1([C@@H](O[C@@H]([C@H]1O)CO)N1C(N=C(C=C1)NC(C(CCC)CCC)=O)=O)F (1-(2,2-difluoro-2-deoxy-β-D-ribofuranosyl)-4-(2-propyl-1-oxopentyl)aminopyrimidin-2-one), O.C1(=CC=C(C=C1)S(=O)(=O)O)C (para-toluenesulfonic acid monohydrate). The solvent is C(C)(=O)OC(C)C (isopropyl acetate). Conditions: time 10 minute. Yields the product C1(=CC=C(C=C1)S(=O)(=O)O)C.FC1([C@@H](O[C@@H]([C@H]1O)CO)N1C(N=C(C=C1)NC(C(CCC)CCC)=O)=O)F (1-(2,2-difluoro-2-deoxy-β-D-ribofuranosyl)-4-(2-propyl-1-oxopentyl)aminopyrimidin-2-one Mono-p-toluenesulfonate). Yield: 67.8%. As a reaction SMILES: [F:1][C:2]1([F:27])[C@H:6]([OH:7])[C@@H:5]([CH2:8][OH:9])[O:4][C@H:3]1[N:10]1[CH:15]=[CH:14][C:13]([NH:16][C:17](=[O:25])[CH:18]([CH2:22][CH2:23][CH3:24])[CH2:19][CH2:20][CH3:21])=[N:12][C:11]1=[O:26].O.[C:29]1([CH3:39])[CH:34]=[CH:33][C:32]([S:35]([OH:38])(=[O:37])=[O:36])=[CH:31][CH:30]=1>C(OC(C)C)(=O)C>[C:29]1([CH3:39])[CH:30]=[CH:31][C:32]([S:35]([OH:38])(=[O:36])=[O:37])=[CH:33][CH:34]=1.[F:27][C:2]1([F:1])[C@H:6]([OH:7])[C@@H:5]([CH2:8][OH:9])[O:4][C@H:3]1[N:10]1[CH:15]=[CH:14][C:13]([NH:16][C:17](=[O:25])[CH:18]([CH2:19][CH2:20][CH3:21])[CH2:22][CH2:23][CH3:24])=[N:12][C:11]1=[O:26] |f:1.2,4.5|. Reported procedure: Dissolve 1-(2,2-difluoro-2-deoxy-β-D-ribofuranosyl)-4-(2-propyl-1-oxopentyl)aminopyrimidin-2-one (400 mg, 1.03 mmol) at room temperature in isopropyl acetate (5 mL). Add para-toluenesulfonic acid monohydrate (195 mg, 1.03 mmol) to the solution. After complete dissolution, immediate precipitation of a white solid occurs. Stir the slurry for 10 minutes. Filter the solid product by vacuum filtration, wash with methanol (1 mL), and air dry to give the title compound (392 mg, 68%).